Task: describe an organic reaction: reactants, conditions, products, and yield. Dataset: the Open Reaction Database (ORD), a public repository of structured organic reaction records Yields the product CC(C)c1cc([N+](=O)[O-])ccc1Br. The reactants are [Br-], Br, CC(C)c1cc([N+](=O)[O-])ccc1N, O=N[O-], [Na+], O. Reaction SMILES: [Br-:18].[BrH:20].[CH:5]([CH3:6])([CH3:7])[c:8]1[c:9]([NH2:10])[cH:11][cH:12][c:13]([N+:15](=[O:16])[O-:17])[cH:14]1.[N:1]([O-:2])=[O:3].[Na+:4].[OH2:19]>>[CH:5]([CH3:6])([CH3:7])[c:8]1[c:9]([Br:18])[cH:11][cH:12][c:13]([N+:15](=[O:16])[O-:17])[cH:14]1.